Task: describe an organic reaction: reactants, conditions, products, and yield. Dataset: the Open Reaction Database (ORD), a public repository of structured organic reaction records Starting materials: C(C1CO1)OC1=C(C=C(C=C1C1=CC=CC=C1)CC=C)C1=CC=CC=C1 (4-allyl-2,6-diphenylphenyl glycidyl ether), C(C)(=O)OO (peracetic acid). Run in C1(=CC=CC=C1)C (toluene), C1(=CC=CC=C1)C (toluene), C(C)(=O)[O-].[Na+] (sodium acetate). Reaction conditions: time 2 hour. Product: C(C1CO1)OC1=C(C=C(C=C1C1=CC=CC=C1)CC1CO1)C1=CC=CC=C1 (4-(2,3-Epoxypropyl)- 2,6-diphenylphenyl glycidyl ether). The yield is 86.9%. As a reaction SMILES: [CH2:1]([O:5][C:6]1[C:11]([C:12]2[CH:17]=[CH:16][CH:15]=[CH:14][CH:13]=2)=[CH:10][C:9]([CH2:18][CH:19]=[CH2:20])=[CH:8][C:7]=1[C:21]1[CH:26]=[CH:25][CH:24]=[CH:23][CH:22]=1)[CH:2]1[O:4][CH2:3]1.C(OO)(=[O:29])C>C1(C)C=CC=CC=1.C([O-])(=O)C.[Na+]>[CH2:1]([O:5][C:6]1[C:7]([C:21]2[CH:26]=[CH:25][CH:24]=[CH:23][CH:22]=2)=[CH:8][C:9]([CH2:18][CH:19]2[O:29][CH2:20]2)=[CH:10][C:11]=1[C:12]1[CH:17]=[CH:16][CH:15]=[CH:14][CH:13]=1)[CH:2]1[O:4][CH2:3]1 |f:3.4|. Procedure details: A 100 ml sulfurating flask equipped with stirrer, cooler, thermometer and drip funnel is charged with 13.7 g (0.04 mole) of 4-allyl-2,6-diphenylphenyl glycidyl ether in 20 ml of toluene and 0.7 g of sodium acetate. Over 2 hours, 9.13 g (0.048 mole) of 40% peracetic acid are added at a temperature in the range from 30° to 50° C. When the dropwise addition is complete, the reaction mixture is stirred for a further 7 hours. When the reaction is complete, the reaction mixture is diluted with 700 ml ... The reactants are [Li]CCCC, CCCCCC, CCOC(=O)C(F)(F)F, c1csc(C2OCCO2)n1, C1CCOC1, O=C(O)CC(O)(CC(=O)O)C(=O)O. Reaction SMILES: [CH2:17]([Li:18])[CH2:19][CH2:20][CH3:21].[CH3:11][CH2:12][CH2:13][CH2:14][CH2:15][CH3:16].[F:22][C:23]([C:24](=[O:25])[O:26][CH2:27][CH3:28])([F:29])[F:30].[O:1]1[CH:2]([c:6]2[s:7][cH:8][cH:9][n:10]2)[O:3][CH2:4][CH2:5]1.[O:44]1[CH2:45][CH2:46][CH2:47][CH2:48]1.[OH:31][C:32]([CH2:33][C:34]([C:35](=[O:36])[OH:37])([CH2:38][C:39](=[O:40])[OH:41])[OH:42])=[O:43]>>[O:1]1[CH:2]([c:6]2[s:7][c:8]([CH:24]([C:23]([F:22])([F:29])[F:30])[OH:25])[cH:9][n:10]2)[O:3][CH2:4][CH2:5]1. The product is OC(c1cnc(C2OCCO2)s1)C(F)(F)F. Yields the product O=C1Nc2ccccc2Nc2c1csc2Cl. RXN SMILES: [CH2:21]([Cl:22])[Cl:23].[S:1]([Cl:2])(=[O:3])([Cl:4])=[O:5].[cH:6]1[s:7][cH:8][c:9]2[c:15]1[C:14](=[O:16])[NH:13][c:12]1[c:11]([cH:20][cH:19][cH:18][cH:17]1)[NH:10]2>>[Cl:4][c:8]1[s:7][cH:6][c:15]2[c:9]1[NH:10][c:11]1[c:12]([cH:17][cH:18][cH:19][cH:20]1)[NH:13][C:14]2=[O:16]. The reactants are ClCCl, O=S(=O)(Cl)Cl, O=C1Nc2ccccc2Nc2cscc21. The reactants are Nc1nc(NCCNc2nc(Cl)cc3ncnn23)ccc1[N+](=O)[O-], OB(O)c1cccc(N2CCCC2)c1. Product: Nc1nc(NCCNc2nc(-c3cccc(N4CCCC4)c3)cc3ncnn23)ccc1[N+](=O)[O-]. Reaction SMILES: [Cl:1][c:2]1[cH:3][c:4]2[n:5]([c:6]([NH:8][CH2:9][CH2:10][NH:11][c:12]3[cH:13][cH:14][c:15]([N+:19](=[O:20])[O-:21])[c:16]([NH2:18])[n:17]3)[n:7]1)[n:22][cH:23][n:24]2.[N:25]1([c:30]2[cH:31][c:32]([B:36]([OH:37])[OH:38])[cH:33][cH:34][cH:35]2)[CH2:26][CH2:27][CH2:28][CH2:29]1>>[c:2]1(-[c:32]2[cH:31][c:30]([N:25]3[CH2:26][CH2:27][CH2:28][CH2:29]3)[cH:35][cH:34][cH:33]2)[cH:3][c:4]2[n:5]([c:6]([NH:8][CH2:9][CH2:10][NH:11][c:12]3[cH:13][cH:14][c:15]([N+:19](=[O:20])[O-:21])[c:16]([NH2:18])[n:17]3)[n:7]1)[n:22][cH:23][n:24]2. Reactants: OC1=NOC(=C1)CCC(=O)O (3-(3-hydroxyisoxazol-5-yl)propanoic acid), CCN(C(C)C)C(C)C (DIPEA), C(=O)(OC(C)(C)C)N1CCC(CC1)CN (1-BOC-4-(aminomethyl)piperidine), 1-[(1-(cyano-2-ethoxy-2-oxoethylideneaminooxy)dimethylaminomorpholino)]uronium hexafluorophosphate. Solvent: CN(C)C=O (DMF). Run at time 5 minute. The product is OC1=NOC(=C1)CCC(=O)NCC1CCN(CC1)C(=O)OC(C)(C)C (tert-butyl 4-((3-(3-hydroxyisoxazol-5-yl)propanamido)methyl)piperidine-1-carboxylate). RXN SMILES: [OH:1][C:2]1[CH:6]=[C:5]([CH2:7][CH2:8][C:9]([OH:11])=O)[O:4][N:3]=1.CCN(C(C)C)C(C)C.[C:21]([N:28]1[CH2:33][CH2:32][CH:31]([CH2:34][NH2:35])[CH2:30][CH2:29]1)([O:23][C:24]([CH3:27])([CH3:26])[CH3:25])=[O:22]>CN(C=O)C>[OH:1][C:2]1[CH:6]=[C:5]([CH2:7][CH2:8][C:9]([NH:35][CH2:34][CH:31]2[CH2:32][CH2:33][N:28]([C:21]([O:23][C:24]([CH3:27])([CH3:26])[CH3:25])=[O:22])[CH2:29][CH2:30]2)=[O:11])[O:4][N:3]=1. Reported procedure: To 3-(3-hydroxyisoxazol-5-yl)propanoic acid (300 mg, 1.909 mmol) in DMF (7 mL) was added DIPEA (0.667 mL, 3.82 mmol) followed by 1-[(1-(cyano-2-ethoxy-2-oxoethylideneaminooxy)dimethylaminomorpholino)]uronium hexafluorophosphate (COMU) (981 mg, 2.291 mmol). The resulting brown solution was stirred at RT for 5 mins and then treated with 1-BOC-4-(aminomethyl)piperidine (409 mg, 1.909 mmol). After stirring at RT for 2 hrs, the solution was concentrated under reduced pressure and the residue suspende... Reactants: [H-].[Li+] (lithium hydride), CC(C)(OC(COC1=C(C=CC=C1)C(C(=O)OC)CC)=O)C ([2-(1,1-dimethylethoxy)-2-oxoethyl]oxy-alpha-ethyl-benzeneacetic acid, methyl ester), ice, C(CC)S (1-propanethiol). Run in CN(P(=O)(N(C)C)N(C)C)C (hexamethylphosphoramide), CN(P(=O)(N(C)C)N(C)C)C (hexamethylphosphoramide). Conditions: time 1.5 hour. The product is CC(C)(OC(COC1=C(C=CC=C1)C(C(=O)O)CC)=O)C ([2-(1,1-Dimethylethoxy)-2-oxoethyl]oxy-alpha-ethyl-benzeneacetic acid). Yield: 75.4%. Reaction SMILES: [H-].[Li+].C(S)CC.[CH3:7][C:8]([CH3:28])([O:10][C:11](=[O:27])[CH2:12][O:13][C:14]1[CH:19]=[CH:18][CH:17]=[CH:16][C:15]=1[CH:20]([CH2:25][CH3:26])[C:21]([O:23]C)=[O:22])[CH3:9]>CN(C)P(N(C)C)(N(C)C)=O>[CH3:28][C:8]([CH3:9])([O:10][C:11](=[O:27])[CH2:12][O:13][C:14]1[CH:19]=[CH:18][CH:17]=[CH:16][C:15]=1[CH:20]([CH2:25][CH3:26])[C:21]([OH:23])=[O:22])[CH3:7] |f:0.1|. Reported procedure: Suspend lithium hydride (1.01 g, 126.4 mmol) in hexamethylphosphoramide (50 mL) and treat with 1-propanethiol (11.5 mL, 126.4 mmol). Stir for 1.5 hours and add to a solution of 4-[[2-(1,1-dimethylethoxy)-2-oxoethyl]oxy-alpha-ethyl-benzeneacetic acid, methyl ester (5.57 g, 18.06 mmol) in hexamethylphosphoramide (50 mL) under a nitrogen atmosphere. Stir for 20 hours and pour into ice cold 5% hydrochloric acid (500 mL). Extract into ethyl ether (4×300 mL), wash with water (500 mL) and dry (MgSO4). ... The reactants are C1COCCO1, CC(=O)Nc1nc2ccc(B3OC(C)(C)C(C)(C)O3)cc2s1, Cc1cc(Cl)nc(N)n1, [Na+], [Na+], O=C([O-])[O-], c1ccc(P(c2ccccc2)(c2ccccc2)[Pd](P(c2ccccc2)(c2ccccc2)c2ccccc2)(P(c2ccccc2)(c2ccccc2)c2ccccc2)P(c2ccccc2)(c2ccccc2)c2ccccc2)cc1. Yields the product CC(=O)Nc1nc2ccc(-c3cc(C)nc(N)n3)cc2s1. Reaction SMILES: [CH2:115]1[O:116][CH2:117][CH2:118][O:119][CH2:120]1.[CH3:10][C:11]1([CH3:12])[C:13]([CH3:14])([CH3:15])[O:16][B:17]([c:18]2[cH:19][c:20]3[c:21]([n:22][c:23]([NH:25][C:26]([CH3:27])=[O:28])[s:24]3)[cH:29][cH:30]2)[O:31]1.[CH3:1][c:2]1[cH:3][c:4]([Cl:5])[n:6][c:7]([NH2:8])[n:9]1.[Na+:32].[Na+:33].[O-:34][C:35](=[O:36])[O-:37].[cH:38]1[cH:39][cH:40][c:41]([P:42]([Pd:43]([P:44]([c:45]2[cH:46][cH:47][cH:48][cH:49][cH:50]2)([c:51]2[cH:52][cH:53][cH:54][cH:55][cH:56]2)[c:57]2[cH:58][cH:59][cH:60][cH:61][cH:62]2)([P:63]([c:64]2[cH:65][cH:66][cH:67][cH:68][cH:69]2)([c:70]2[cH:71][cH:72][cH:73][cH:74][cH:75]2)[c:76]2[cH:77][cH:78][cH:79][cH:80][cH:81]2)[P:82]([c:83]2[cH:84][cH:85][cH:86][cH:87][cH:88]2)([c:89]2[cH:90][cH:91][cH:92][cH:93][cH:94]2)[c:95]2[cH:96][cH:97][cH:98][cH:99][cH:100]2)([c:101]2[cH:102][cH:103][cH:104][cH:105][cH:106]2)[c:107]2[cH:108][cH:109][cH:110][cH:111][cH:112]2)[cH:113][cH:114]1>>[CH3:1][c:2]1[cH:3][c:4](-[c:18]2[cH:19][c:20]3[c:21]([n:22][c:23]([NH:25][C:26]([CH3:27])=[O:28])[s:24]3)[cH:29][cH:30]2)[n:6][c:7]([NH2:8])[n:9]1. Starting materials: COC=1C(=C2C=CC=C(C2=CC1)C(=O)O)C(F)(F)F (6-Methoxy-5-(trifluoromethyl)-1-naphthalenecarboxylic acid), CN(C=O)C (Dimethylformamide). Run in S(=O)(Cl)Cl (thionyl chloride). Reaction conditions: temperature 0 celsius, time 30 minute. The product is COC=1C(=C2C=CC=C(C2=CC1)N)C(F)(F)F (6-Methoxy-5-(trifluoromethyl)-1-naphthalene amine). Isolated yield 84.0%. RXN SMILES: [CH3:1][O:2][C:3]1[C:4]([C:16]([F:19])([F:18])[F:17])=[C:5]2[C:10](=[CH:11][CH:12]=1)[C:9](C(O)=O)=[CH:8][CH:7]=[CH:6]2.C[N:21](C)C=O>S(Cl)(Cl)=O>[CH3:1][O:2][C:3]1[C:4]([C:16]([F:19])([F:18])[F:17])=[C:5]2[C:10](=[CH:11][CH:12]=1)[C:9]([NH2:21])=[CH:8][CH:7]=[CH:6]2. Procedure details: 6-Methoxy-5-(trifluoromethyl)-1-naphthalenecarboxylic acid (30.0 g, 1.11×10-1M) was stirred in thionyl chloride (120 mL) at 20° C. under nitrogen. Dimethylformamide (0.75 mL, anhydrous) was added, and the mixture was refluxed for 4 hours. The solvent and excess of thionyl chloride were evaporated under reduced pressure. Toluene (200 mL) was added, the solvent re-evaporated and the residual solid was dried (20° C./0.1 mm). The white solid was dissolved in acetone (300 mL), cooled to 0° C. and a s... The reactants are CCN=C=NCCCN(C)C, CN(C)c1ccccn1, ClCCl, Cl, O=[N+]([O-])c1ccc(O)cc1, CC(=Cc1ccccc1N)C(=O)O. The product is CC(=Cc1ccccc1N)C(=O)Oc1ccc([N+](=O)[O-])cc1. RXN SMILES: [CH2:34]([N:35]=[C:36]=[N:37][CH2:38][CH2:39][CH2:40][N:41]([CH3:42])[CH3:43])[CH3:44].[CH3:24][N:25]([c:26]1[cH:27][cH:28][cH:29][cH:30][n:31]1)[CH3:32].[Cl:45][CH2:46][Cl:47].[ClH:33].[N+:14](=[O:15])([O-:16])[c:17]1[cH:18][cH:19][c:20]([OH:23])[cH:21][cH:22]1.[NH2:1][c:2]1[c:3]([CH:8]=[C:9]([C:10](=[O:11])[OH:12])[CH3:13])[cH:4][cH:5][cH:6][cH:7]1>>[NH2:1][c:2]1[c:3]([CH:8]=[C:9]([C:10]([O:11][c:20]2[cH:19][cH:18][c:17]([N+:14](=[O:15])[O-:16])[cH:22][cH:21]2)=[O:12])[CH3:13])[cH:4][cH:5][cH:6][cH:7]1.